Dataset: the Open Reaction Database (ORD), a public repository of structured organic reaction records. Task: describe an organic reaction: reactants, conditions, products, and yield The reactants are NC1=C(C=C(C(=O)O)C=C1)O (4-Amino-3-hydroxy benzoic acid), N1=CC=CC=C1 (pyridine), ClC1=NC=C(C(=O)Cl)C=C1 (6-chloronicotinoyl chloride). The solvent is C1CCOC1 (THF). Conditions: time 10 hour. The product is ClC1=CC=C(C=N1)C(=O)NC1=C(C=C(C(=O)O)C=C1)O (4-[(6-Chloro-pyridine-3-carbonyl)-amino]-3-hydroxy-benzoic acid). Isolated yield 85.4%. Reaction SMILES: [NH2:1][C:2]1[CH:10]=[CH:9][C:5]([C:6]([OH:8])=[O:7])=[CH:4][C:3]=1[OH:11].N1C=CC=CC=1.[Cl:18][C:19]1[CH:27]=[CH:26][C:22]([C:23](Cl)=[O:24])=[CH:21][N:20]=1>C1COCC1>[Cl:18][C:19]1[N:20]=[CH:21][C:22]([C:23]([NH:1][C:2]2[CH:10]=[CH:9][C:5]([C:6]([OH:8])=[O:7])=[CH:4][C:3]=2[OH:11])=[O:24])=[CH:26][CH:27]=1. Procedure details: To a stirred solution of 4-Amino-3-hydroxy benzoic acid (0.490 g, 0.0032 mols) and pyridine (0.76 g, 0.0096 mols) in 50 ml dry THF is added 6-chloronicotinoyl chloride (0.56 g, 0.0032 mols) and the solution is stirred under nitrogen atmosphere at RT for 10 hrs and then refluxed for 3 hrs. The reaction mixture is rotary evaporated and the residue is slurried in water and filtered to get the amide (0.8 g) which is taken for the next step without further purification. Starting materials: O[C@H](C=C)CCCCC (3(S)-hydroxy-1-octene), CCCCCC (hexane), C(C1=CC=CC=C1)Br (benzyl bromide), [H-].[Na+] (sodium hydride). Run in ice water, CN(C=O)C (dimethylformamide), CN(C=O)C (dimethylformamide), CN(C=O)C (dimethylformamide). Run at temperature 25 celsius, time 16 hour. Yields the product C(C1=CC=CC=C1)O[C@H](C=C)CCCCC (3(S)-benzyloxy-1-octene). RXN SMILES: [OH:1][C@@H:2]([CH2:5][CH2:6][CH2:7][CH2:8][CH3:9])[CH:3]=[CH2:4].CCCCCC.[H-].[Na+].[CH2:18](Br)[C:19]1[CH:24]=[CH:23][CH:22]=[CH:21][CH:20]=1>CN(C)C=O>[CH2:18]([O:1][C@@H:2]([CH2:5][CH2:6][CH2:7][CH2:8][CH3:9])[CH:3]=[CH2:4])[C:19]1[CH:24]=[CH:23][CH:22]=[CH:21][CH:20]=1 |f:2.3|. Procedure details: A solution of 3(S)-hydroxy-1-octene (6.41 g., 0.05 mole) in dry dimethylformamide is added dropwise to a stirred suspension of hexane (2 × 10 ml.) -- prewashed sodium hydride (50% dispersion in mineral oil, 2.64 g., 0.055 mole) in dry dimethylformamide (45 ml.) at 25° C. Upon cessation of gas evolution, the reaction mixture is cooled to 0° to 5° C. and treated with a solution of benzyl bromide (10.3 g., 0.06 mole) in dry dimethylformamide (10 ml.). The resulting mixture is stirred at 25° C. for ...